This data is from the Open Reaction Database (ORD), a public repository of structured organic reaction records. The task is: describe an organic reaction: reactants, conditions, products, and yield Starting materials: C(CCC)N(C1=CC=C(C=C1)N1CCC(CC1)=O)C(=O)NCC(=O)OCC (Ethyl ({[butyl-4-(4-oxo-1-piperidineyl)anilino]carbonyl}amino)acetate), NC[C@H](O)C=1C=CC(=C(C1)NS(=O)(=O)C)O (N-[5-((1R)-2-amino-1-hydroxy-ethyl)-2-hydroxy-phenyl]-methanesulfonamide). Yields the product C(CCC)N(C1=CC=C(C=C1)N1CCC(CC1)NC[C@@H](C1=CC(=C(C=C1)O)NS(=O)(=O)C)O)C(=O)NCC(=O)OCC (Ethyl {[(butyl-4-{4-[((2R)-2-hydroxy-2-{4-hydroxy-3-[(methylsulfonyl)amino]phenyl}-ethyl)amino]-1-piperidineyl}anilino)carbonyl]amino}acetate). RXN SMILES: [CH2:1]([N:5]([C:19]([NH:21][CH2:22][C:23]([O:25][CH2:26][CH3:27])=[O:24])=[O:20])[C:6]1[CH:11]=[CH:10][C:9]([N:12]2[CH2:17][CH2:16][C:15](=O)[CH2:14][CH2:13]2)=[CH:8][CH:7]=1)[CH2:2][CH2:3][CH3:4].[NH2:28][CH2:29][C@@H:30]([C:32]1[CH:33]=[CH:34][C:35]([OH:43])=[C:36]([NH:38][S:39]([CH3:42])(=[O:41])=[O:40])[CH:37]=1)[OH:31]>>[CH2:1]([N:5]([C:19]([NH:21][CH2:22][C:23]([O:25][CH2:26][CH3:27])=[O:24])=[O:20])[C:6]1[CH:7]=[CH:8][C:9]([N:12]2[CH2:13][CH2:14][CH:15]([NH:28][CH2:29][C@H:30]([OH:31])[C:32]3[CH:33]=[CH:34][C:35]([OH:43])=[C:36]([NH:38][S:39]([CH3:42])(=[O:41])=[O:40])[CH:37]=3)[CH2:16][CH2:17]2)=[CH:10][CH:11]=1)[CH2:2][CH2:3][CH3:4]. Procedure: The title compound was prepared from ethyl ({[butyl-4-(4-oxo-1-piperidineyl)anilino]carbonyl}amino)acetate (which was obtained in Example 367) and N-[5-((1R)-2-amino-1-hydroxy-ethyl)-2-hydroxy-phenyl]-methanesulfonamide (which was obtained in Example 10) according to the procedure of Example 278 as a white solid; 1H NMR (300 MHz, DMSO-d6) δ 0.83 (t, J=7.1 Hz, 3H), 1.17 (t, J=7.1 Hz, 3H), 1.15-1.40 (m, 6H), 1.80-1.95 (m, 2H), 2.50-2.80 (m, 5H), 2.90 (s, 3H), 3.49 (t, J=6.9 Hz, 2H), 3.55-3.60 (m, ... Reactants: C(=O)(OC(C)(C)C)N1CCC(CC1)CCN1CC2=C(CC1)SC=C2 (5-[2-(N-BOC-4-Piperidinyl)ethyl]-4,5,6,7-tetrahydrothieno[3,2-c]pyridine), [O-][Mn](=O)(=O)=O.[K+] (KMnO4). Run in CC(=O)C (acetone). Reaction conditions: time 1 hour. The product is O=C1N(CCC2=C1C=CS2)CCC2CCN(CC2)C(=O)OC(C)(C)C (4-Oxo-5-[2-(N-BOC-4-Piperidinyl)ethyl]-4,5,6,7-tetrahydrothieno[3,2-c]pyridine). RXN SMILES: [C:1]([N:8]1[CH2:13][CH2:12][CH:11]([CH2:14][CH2:15][N:16]2[CH2:21][CH2:20][C:19]3[S:22][CH:23]=[CH:24][C:18]=3[CH2:17]2)[CH2:10][CH2:9]1)([O:3][C:4]([CH3:7])([CH3:6])[CH3:5])=[O:2].[O-:25][Mn](=O)(=O)=O.[K+]>CC(C)=O>[O:25]=[C:17]1[C:18]2[CH:24]=[CH:23][S:22][C:19]=2[CH2:20][CH2:21][N:16]1[CH2:15][CH2:14][CH:11]1[CH2:12][CH2:13][N:8]([C:1]([O:3][C:4]([CH3:7])([CH3:6])[CH3:5])=[O:2])[CH2:9][CH2:10]1 |f:1.2|. Procedure details: A solution of 2-3 (3.25 g, 0.0093 moles) in acetone (100 ml) was treated at room temperature with KMnO4 (2.93 g, 0.0185 moles) and the resulting mixture was stirred for 1 hour. The mixture was then filtered (silica gel pad), concentrated and the residue purified by flash chromatography on silica gel eluting with EtOAc (2)/hexanes (3) to give pure 2-4 as an oil. Yields the product C(C)OC=1C=C(C=CC1OCC)C=1SC=C(N1)C=1NC=C(C1)C(=O)O (2-(3,4-diethoxyphenyl)-4-(4-carboxy-2-pyrrolyl)thiazole). Reactants: C(C)OC(=O)C=1C=C(NC1)C(CBr)=O (4-Ethoxycarbonyl-2-(α-bromoacetyl)pyrrole), C(C)OC=1C=C(C(=S)N)C=CC1OCC (3,4- diethoxythiobenzamide). As a reaction SMILES: C([O:3][C:4]([C:6]1[CH:7]=[C:8]([C:11](=O)[CH2:12]Br)[NH:9][CH:10]=1)=[O:5])C.[CH2:15]([O:17][C:18]1[CH:19]=[C:20]([CH:24]=[CH:25][C:26]=1[O:27][CH2:28][CH3:29])[C:21]([NH2:23])=[S:22])[CH3:16]>>[CH2:15]([O:17][C:18]1[CH:19]=[C:20]([C:21]2[S:22][CH:12]=[C:11]([C:8]3[NH:9][CH:10]=[C:6]([C:4]([OH:3])=[O:5])[CH:7]=3)[N:23]=2)[CH:24]=[CH:25][C:26]=1[O:27][CH2:28][CH3:29])[CH3:16]. Reported procedure: 4-Ethoxycarbonyl-2-(α-bromoacetyl)pyrrole and 3,4- diethoxythiobenzamide were subjected to the same reaction as in Example 1 and then to the same hydrolysis as in Example 147 to obtain 2-(3,4-diethoxyphenyl)-4-(4-carboxy-2-pyrrolyl)thiazole. Reactants: COC=1C=2N(C=C(C1)C1=CC=CC=C1)N=CC2 (4-methoxy-6-phenylpyrazolo[1,5-a]pyridine), C1CC(=O)N(C1=O)I (NIS), C(C)(=O)OCC (ethyl acetate), O (water). Run in C(C)#N (acetonitrile). Conditions: time 1 hour. The product is IC=1C=NN2C1C(=CC=C2)OC (3-iodo-4-methoxypyrazolo[1,5-a]pyridine). Isolated yield 99.2%. Reaction SMILES: [CH3:1][O:2][C:3]1[C:4]2[N:5]([N:15]=[CH:16][CH:17]=2)[CH:6]=[C:7](C2C=CC=CC=2)[CH:8]=1.C1C(=O)N([I:25])C(=O)C1.C(OCC)(=O)C.O>C(#N)C>[I:25][C:17]1[CH:16]=[N:15][N:5]2[CH:6]=[CH:7][CH:8]=[C:3]([O:2][CH3:1])[C:4]=12. Reported procedure: 4-methoxy-6-phenylpyrazolo[1,5-a]pyridine (17, 200 mg, 0.892 mmol) and NIS (241 mg, 1.070 mmol) were dissolved in acetonitrile (20 mL) and stirred at room temperature for 1 hour. The reaction was then poured into ethyl acetate and water, extracted organics, washed 1N NaOH and brine, dried with magnesium sulfate, filtered, and concentrated to give a white solid. This was purified by column chromatography (0-30% ethyl acetate in hexanes, linear gradient) and to yield 3-iodo-4-methoxypyrazolo[1,5-a... Starting materials: [Br-], BrCc1ccccc1, CN1CCCC1=O, CC(N)C(=O)O, [Li+]. The product is CC(N)C(=O)OCc1ccccc1. RXN SMILES: [Br-:8].[Br:9][CH2:10][c:11]1[cH:12][cH:13][cH:14][cH:15][cH:16]1.[CH3:17][N:18]1[CH2:19][CH2:20][CH2:21][C:22]1=[O:23].[CH3:1][CH:2]([NH2:3])[C:4]([OH:5])=[O:6].[Li+:7]>>[CH3:1][CH:2]([NH2:3])[C:4]([O:5][CH2:10][c:11]1[cH:12][cH:13][cH:14][cH:15][cH:16]1)=[O:6]. Reaction SMILES: C[O:2][C:3]([C:5]1[C:13]2[O:12][C:11]([NH:14][CH:15]3[CH2:20][CH2:19][N:18]([CH2:21][C:22]4[CH:27]=[CH:26][C:25]([CH3:28])=[C:24]([O:29][CH2:30][CH3:31])[CH:23]=4)[CH2:17][CH2:16]3)=[N:10][C:9]=2[CH:8]=[CH:7][CH:6]=1)=[O:4].[Li+].[OH-].O.Cl>C1COCC1.CO>[CH2:30]([O:29][C:24]1[CH:23]=[C:22]([CH:27]=[CH:26][C:25]=1[CH3:28])[CH2:21][N:18]1[CH2:17][CH2:16][CH:15]([NH:14][C:11]2[O:12][C:13]3[C:5]([C:3]([OH:4])=[O:2])=[CH:6][CH:7]=[CH:8][C:9]=3[N:10]=2)[CH2:20][CH2:19]1)[CH3:31] |f:1.2,5.6|. Yield: 0.1%. Procedure: To a solution of 2-[1-(3-ethoxy-4-methyl-benzyl)-piperidin-4-ylamino]-benzooxazole-7-carboxylic acid methyl ester (22.0 mg, 52.0 mmol, 1.0 equiv; example 308/step 3) in a 1:1 mixture of THF/methanol (0.26 mL) was added a 1 M solution of LiOH in water (0.13 mL, 130.0 mmol, 2.5 equiv). After stirring for 18 h at rt, the pH of the reaction mixture was adjusted to 3.5 by addition of 1 M solution of HCl, the solution extracted with ethyl acetate (2×1 mL) and the combined organic phases washed with wa... Run in C1CCOC1.CO (THF methanol). Product: C(C)OC=1C=C(CN2CCC(CC2)NC=2OC3=C(N2)C=CC=C3C(=O)O)C=CC1C (2-[1-(3-Ethoxy-4-methyl-benzyl)-piperidin-4-ylamino]-benzooxazole-7-carboxylic acid). Run at time 18 hour. The reactants are solution, [Li+].[OH-] (LiOH), O (water), COC(=O)C1=CC=CC=2N=C(OC21)NC2CCN(CC2)CC2=CC(=C(C=C2)C)OCC (2-[1-(3-ethoxy-4-methyl-benzyl)-piperidin-4-ylamino]-benzooxazole-7-carboxylic acid methyl ester), solution, Cl (HCl).